The task is: describe an organic reaction: reactants, conditions, products, and yield. This data is from the Open Reaction Database (ORD), a public repository of structured organic reaction records. The reactants are O1CCC=C1 (2,3-dihydrofuran), O.C1(=CC=C(C=C1)S(=O)(=O)O)C (p-toluenesulfonic acid monohydrate), ClC=1C=C(C=C(C1)Cl)C(=CC(=O)C1=CC=C(C(=O)N)C=C1)C(F)(F)F (4-(3-(3,5-dichlorophenyl)-4,4,4-trifluoro-2-butenoyl)benzoic acid amide). Solvent: ClCCl (dichloromethane). Run at time 18 hour. Product: ClC=1C=C(C=C(C1)Cl)C(=CC(=O)C1=CC=C(C(=O)NC2OCCC2)C=C1)C(F)(F)F (4-(3-(3,5-Dichlorophenyl)-4,4,4-trifluoro-2-butenoyl)-N-(2-tetrahydrofuranyl)benzoic acid amide). The yield is 40.7%. RXN SMILES: [Cl:1][C:2]1[CH:3]=[C:4]([C:9]([C:22]([F:25])([F:24])[F:23])=[CH:10][C:11]([C:13]2[CH:21]=[CH:20][C:16]([C:17]([NH2:19])=[O:18])=[CH:15][CH:14]=2)=[O:12])[CH:5]=[C:6]([Cl:8])[CH:7]=1.[O:26]1[CH:30]=[CH:29][CH2:28][CH2:27]1.O.C1(C)C=CC(S(O)(=O)=O)=CC=1>ClCCl>[Cl:1][C:2]1[CH:3]=[C:4]([C:9]([C:22]([F:25])([F:23])[F:24])=[CH:10][C:11]([C:13]2[CH:21]=[CH:20][C:16]([C:17]([NH:19][CH:27]3[CH2:28][CH2:29][CH2:30][O:26]3)=[O:18])=[CH:15][CH:14]=2)=[O:12])[CH:5]=[C:6]([Cl:8])[CH:7]=1 |f:2.3|. Procedure details: To a solution of 0.25 g of 4-(3-(3,5-dichlorophenyl)-4,4,4-trifluoro-2-butenoyl)benzoic acid amide that was synthesized under Synthetic Example 9 in 3 mL of dichloromethane, 68 mg of 2,3-dihydrofuran and a catalytic amount of p-toluenesulfonic acid monohydrate were added and the mixture was stirred for 18 hours at room temperature. The solvent was distilled off from the reaction solution under reduced pressure, and the resulting residue was purified using silica gel column chromatography that wa... The reactants are C(C1=CC=CC=C1)(C1=CC=CC=C1)(C1=CC=CC=C1)N[C@@H](C=O)CC ((R)-2-(trityl-amino)-butyraldehyde), C(C)[Mg]Br (ethylmagnesium bromide), O (H2O). Run in CCOCC (Et2O). Conditions: temperature -78 celsius, time 2 hour. Product: C(C1=CC=CC=C1)(C1=CC=CC=C1)(C1=CC=CC=C1)N[C@H](C(CC)O)CC ((3RS, 4S)-4-(Trityl-amino)-hexan-3-ol). RXN SMILES: [C:1]([NH:20][C@H:21]([CH2:24][CH3:25])[CH:22]=[O:23])([C:14]1[CH:19]=[CH:18][CH:17]=[CH:16][CH:15]=1)([C:8]1[CH:13]=[CH:12][CH:11]=[CH:10][CH:9]=1)[C:2]1[CH:7]=[CH:6][CH:5]=[CH:4][CH:3]=1.[CH2:26]([Mg]Br)[CH3:27].O>CCOCC>[C:1]([NH:20][C@@H:21]([CH2:24][CH3:25])[CH:22]([OH:23])[CH2:26][CH3:27])([C:8]1[CH:13]=[CH:12][CH:11]=[CH:10][CH:9]=1)([C:14]1[CH:15]=[CH:16][CH:17]=[CH:18][CH:19]=1)[C:2]1[CH:7]=[CH:6][CH:5]=[CH:4][CH:3]=1. Reported procedure: To a stirred solution of (R)-2-(trityl-amino)-butyraldehyde (1.5 g, 1 eq, 4.53 mmol) in Et2O (150 mL) under an argon atmosphere at −78° C., was added ethylmagnesium bromide (3 M in Et20, 1.51 mL, 1 eq, 4.53 mmol) dropwise. The solution was stirred at −78° C. for 2 h, then allowed to warm to room temperature over 16 h. The mixture was recooled to 0° C., H2O (150 mL) added, and the organic phase separated. The aqueous phase was extracted with more Et2O (2×50 mL), and the combined organic phase was... The reactants are CCOC(=O)Cl, ClCCl, [K+], [K+], CC(C)(C)OC(=O)N1CCc2[nH]c3c(N)cccc3c2C1, O=C([O-])[O-], O. Product: CCOC(=O)Nc1cccc2c3c([nH]c12)CCN(C(=O)OC(C)(C)C)C3. Reaction SMILES: [Cl:28][C:29](=[O:30])[O:31][CH2:32][CH3:33].[Cl:34][CH2:35][Cl:36].[K+:22].[K+:23].[NH2:1][c:2]1[cH:3][cH:4][cH:5][c:6]2[c:7]3[c:8]([nH:9][c:10]12)[CH2:11][CH2:12][N:13]([C:15](=[O:16])[O:17][C:18]([CH3:19])([CH3:20])[CH3:21])[CH2:14]3.[O-:24][C:25]([O-:26])=[O:27].[OH2:37]>>[NH:1]([c:2]1[cH:3][cH:4][cH:5][c:6]2[c:7]3[c:8]([nH:9][c:10]12)[CH2:11][CH2:12][N:13]([C:15](=[O:16])[O:17][C:18]([CH3:19])([CH3:20])[CH3:21])[CH2:14]3)[C:29](=[O:30])[O:31][CH2:32][CH3:33].